The task is: describe an organic reaction: reactants, conditions, products, and yield. This data is from the Open Reaction Database (ORD), a public repository of structured organic reaction records. The reactants are ClC1=CC=C(C=C1)C(CCNC1=CC=C(C(=O)OCC)C=C1)C1=CC=C(C=C1)Cl (p-[[3,3-bis(p-chlorophenyl)propyl]amino]benzoic acid, ethyl ester), Cl (hydrochloric acid), [OH-].[K+] (potassium hydroxide), C(C)O (ethanol). Solvent: O (water). Yields the product ClC1=CC=C(C=C1)C(CCNC1=CC=C(C(=O)O)C=C1)C1=CC=C(C=C1)Cl (4-[[3,3-Bis(p-chlorophenyl)propyl]amino]benzoic acid). Reaction SMILES: [Cl:1][C:2]1[CH:7]=[CH:6][C:5]([CH:8]([C:23]2[CH:28]=[CH:27][C:26]([Cl:29])=[CH:25][CH:24]=2)[CH2:9][CH2:10][NH:11][C:12]2[CH:22]=[CH:21][C:15]([C:16]([O:18]CC)=[O:17])=[CH:14][CH:13]=2)=[CH:4][CH:3]=1.[OH-].[K+].C(O)C.Cl>O>[Cl:1][C:2]1[CH:3]=[CH:4][C:5]([CH:8]([C:23]2[CH:24]=[CH:25][C:26]([Cl:29])=[CH:27][CH:28]=2)[CH2:9][CH2:10][NH:11][C:12]2[CH:22]=[CH:21][C:15]([C:16]([OH:18])=[O:17])=[CH:14][CH:13]=2)=[CH:6][CH:7]=1 |f:1.2|. Procedure: A mixture of 4.25 g. of p-[[3,3-bis(p-chlorophenyl)propyl]amino]benzoic acid, ethyl ester, 2.85 g. of potassium hydroxide, and 50 ml. of 95% ethanol is heated at 75° C. for 26 hours, cooled, diluted with 150 ml. of water, and adjusted to pH 5 with 37% hydrochloric acid. The solid is collected, dried, and crystallized twice from isopropanol, giving 2.88 g. of the desired product as tan crystals, m.p. 213°-215° C. Reactants: N#Cc1c(Cl)c2sccc2[nH]c1=O, C1CN2CCN1CC2, O=C(c1cccs1)N1CCNCC1, O. Product: N#Cc1c(N2CCN(C(=O)c3cccs3)CC2)c2sccc2[nH]c1=O. RXN SMILES: [Cl:9][c:10]1[c:11]2[c:12]([nH:13][c:14](=[O:18])[c:15]1[C:16]#[N:17])[cH:19][cH:20][s:21]2.[N:1]12[CH2:2][CH2:3][N:4]([CH2:5][CH2:6]1)[CH2:7][CH2:8]2.[N:22]1([C:28](=[O:29])[c:30]2[s:31][cH:32][cH:33][cH:34]2)[CH2:23][CH2:24][NH:25][CH2:26][CH2:27]1.[OH2:35]>>[c:10]1([N:25]2[CH2:24][CH2:23][N:22]([C:28](=[O:29])[c:30]3[s:31][cH:32][cH:33][cH:34]3)[CH2:27][CH2:26]2)[c:11]2[c:12]([nH:13][c:14](=[O:18])[c:15]1[C:16]#[N:17])[cH:19][cH:20][s:21]2.